describe an organic reaction: reactants, conditions, products, and yield From a dataset of the Open Reaction Database (ORD), a public repository of structured organic reaction records. The reactants are CCCC[P+](CCCC)(CCCC)CCCC, COc1ccc(CCl)cc1, [Cl-], Cl[SiH](Cl)Cl. Yields the product COc1ccc(C[Si](Cl)(Cl)Cl)cc1. Reaction SMILES: [CH2:16]([P+:17]([CH2:18][CH2:19][CH2:20][CH3:21])([CH2:22][CH2:23][CH2:24][CH3:25])[CH2:26][CH2:27][CH2:28][CH3:29])[CH2:30][CH2:31][CH3:32].[CH3:1][O:2][c:3]1[cH:4][cH:5][c:6]([CH2:7][Cl:8])[cH:9][cH:10]1.[Cl-:15].[Cl:11][SiH:12]([Cl:13])[Cl:14]>>[CH3:1][O:2][c:3]1[cH:4][cH:5][c:6]([CH2:7][Si:12]([Cl:11])([Cl:13])[Cl:14])[cH:9][cH:10]1. Starting materials: COc1ccc(Cl)cc1, Nc1ccc(F)cc1. Yields the product COc1ccc(Nc2ccc(F)cc2)cc1. Reaction SMILES: [Cl:1][c:2]1[cH:3][cH:4][c:5]([O:8][CH3:9])[cH:6][cH:7]1.[NH2:10][c:11]1[cH:12][cH:13][c:14]([F:15])[cH:16][cH:17]1>>[c:2]1([NH:10][c:11]2[cH:12][cH:13][c:14]([F:15])[cH:16][cH:17]2)[cH:3][cH:4][c:5]([O:8][CH3:9])[cH:6][cH:7]1. Starting materials: CS(=O)(=O)Cl, CCOC(=N)N1Cc2ccccc2-c2ccccc2C1. Product: CCOC(=NS(C)(=O)=O)N1Cc2ccccc2-c2ccccc2C1. As a reaction SMILES: [CH3:21][S:22]([Cl:23])(=[O:24])=[O:25].[cH:1]1[cH:2][cH:3][cH:4][c:5]2[c:11]1-[c:10]1[c:9]([cH:15][cH:14][cH:13][cH:12]1)[CH2:8][N:7]([C:16]([O:17][CH2:18][CH3:19])=[NH:20])[CH2:6]2>>[cH:1]1[cH:2][cH:3][cH:4][c:5]2[c:11]1-[c:10]1[c:9]([cH:15][cH:14][cH:13][cH:12]1)[CH2:8][N:7]([C:16]([O:17][CH2:18][CH3:19])=[N:20][S:22]([CH3:21])(=[O:24])=[O:25])[CH2:6]2.